From a dataset of the Open Reaction Database (ORD), a public repository of structured organic reaction records. describe an organic reaction: reactants, conditions, products, and yield Starting materials: ClC1=CC=C(N)C=C1 (p-chloroaniline), C(C=C)(=O)O (acrylic acid), aqueous solution, [OH-].[Na+] (sodium hydroxide). The solvent is O (water). The product is ClC=1C=C2C=3C=C(C=CC3N3C2=C(C1)C(C=C3)=O)Cl (2.10-dichlor-4H-pyrido[3,2,1-jk]carbazole-4-one). The yield is 87.0%. As a reaction SMILES: [Cl:1][C:2]1[CH:8]=[CH:7][C:5]([NH2:6])=[CH:4][CH:3]=1.[C:9]([OH:13])(=O)[CH:10]=[CH2:11].[OH-].[Na+]>O>[Cl:1][C:2]1[CH:8]=[C:7]2[C:5]3=[C:4]([C:9](=[O:13])[CH:10]=[CH:11][N:6]3[C:5]3[CH:7]=[CH:8][C:2]([Cl:1])=[CH:3][C:4]2=3)[CH:3]=1 |f:2.3|. Procedure: p-chloroaniline (200 g) was suspended in water (100 ml) and acrylic acid (54.1 ml) was added to the suspension. The mixture was heated under reflux for 2 hours in a nitrogen atmosphere. After allowing to cool, 2 N aqueous solution of sodium hydroxide (500 ml) was added, and the mixture was extracted with ether. The aqueous layer was adjusted to pH 3 with 1 N hydrochloric acid and extracted with ethyl acetate. The ethyl acetate layer was washed with saturated aqueous solution of sodium chloride, ... Starting materials: solid, BrC1=CC(=CC=2C=C3N(C12)CCCNC3=O)C#N (7-bromo-1-oxo-2,3,4,5-tetrahydro-[1,4]diazepino[1,2-a]indole-9-carbonitrile), BrC1=CC(=CC=2C=C3N(C12)CCCNC3=O)C#N (7-bromo-1-oxo-2,3,4,5-tetrahydro-[1,4]diazepino[1,2-a]indole-9-carbonitrile), B(C=1C=CC(=CC1)C)(O)O (p-tolylboronic acid). Product: CC1=CC=C(C=C1)C1=CC(=CC=2C=C3N(C12)CCCNC3=O)C#N (7-(4-Methylphenyl)-1-oxo-2,3,4,5-tetrahydro-[1,4]diazepino[1,2-a]indole-9-carbonitrile). As a reaction SMILES: Br[C:2]1[C:10]2[N:9]3[CH2:11][CH2:12][CH2:13][NH:14][C:15](=[O:16])[C:8]3=[CH:7][C:6]=2[CH:5]=[C:4]([C:17]#[N:18])[CH:3]=1.B(O)(O)[C:20]1[CH:21]=[CH:22][C:23]([CH3:26])=[CH:24][CH:25]=1>>[CH3:26][C:23]1[CH:24]=[CH:25][C:20]([C:2]2[C:10]3[N:9]4[CH2:11][CH2:12][CH2:13][NH:14][C:15](=[O:16])[C:8]4=[CH:7][C:6]=3[CH:5]=[C:4]([C:17]#[N:18])[CH:3]=2)=[CH:21][CH:22]=1. Reported procedure: The title compound, white solid (74 mg, 94%), MS (ISP) m/z=316.5 [(M+H)+], mp 240.5° C., was prepared in accordance with the general method of example 1 from 7-bromo-1-oxo-2,3,4,5-tetrahydro-[1,4]diazepino[1,2-a]indole-9-carbonitrile (intermediate 20) (76.0 mg, 0.25 mmol) and commercially available p-tolylboronic acid (44.2 mg, 0.325 mmol). The reactants are [Br-], N#Cc1ccccc1CBr, O=c1[nH]c(Cl)ncc1Br, COCCOC, CCOC(C)=O, [H-], [Li+], [Na+]. The product is N#Cc1ccccc1Cn1c(Cl)ncc(Br)c1=O. As a reaction SMILES: [Br-:13].[Br:14][CH2:15][c:16]1[c:17]([C:22]#[N:23])[cH:18][cH:19][cH:20][cH:21]1.[Br:1][c:2]1[c:3](=[O:9])[nH:4][c:5]([Cl:8])[n:6][cH:7]1.[CH3:24][O:25][CH2:26][CH2:27][O:28][CH3:29].[CH3:30][CH2:31][O:32][C:33]([CH3:34])=[O:35].[H-:10].[Li+:12].[Na+:11]>>[Br:1][c:2]1[c:3](=[O:9])[n:4]([CH2:15][c:16]2[c:17]([C:22]#[N:23])[cH:18][cH:19][cH:20][cH:21]2)[c:5]([Cl:8])[n:6][cH:7]1. Reactants: O=C1N(SC2=C1C=CC=C2)C2=CC=C(C=C2)S(=O)(=O)N (4-(3-oxo-3H-benzo[d]isothiazol-2-yl)benzenesulfonamide), C(C)(=O)N[C@@H](CS)C(=O)O (N-acetyl-L-cysteine). Yields the product C(C)(=O)NC(C(=O)O)CSSC1=C(C=CC=C1)C(NC1=CC=C(C=C1)S(N)(=O)=O)=O (2-Acetylamino-3-[2-(4-sulfamoylphenylcarbamoyl)phenyldisulfanyl]-propionic acid). The yield is 81.6%. RXN SMILES: [O:1]=[C:2]1[C:6]2[CH:7]=[CH:8][CH:9]=[CH:10][C:5]=2[S:4][N:3]1[C:11]1[CH:16]=[CH:15][C:14]([S:17]([NH2:20])(=[O:19])=[O:18])=[CH:13][CH:12]=1.[C:21]([NH:24][C@H:25]([C:28]([OH:30])=[O:29])[CH2:26][SH:27])(=[O:23])[CH3:22]>>[C:21]([NH:24][CH:25]([CH2:26][S:27][S:4][C:5]1[CH:10]=[CH:9][CH:8]=[CH:7][C:6]=1[C:2](=[O:1])[NH:3][C:11]1[CH:16]=[CH:15][C:14]([S:17](=[O:19])(=[O:18])[NH2:20])=[CH:13][CH:12]=1)[C:28]([OH:30])=[O:29])(=[O:23])[CH3:22]. Procedure: This compound was prepared according to the method of Example 132 using 0.8 g (2.4 mmol) of 4-(3-oxo-3H-benzo[d]isothiazol-2-yl)benzenesulfonamide and 0.39 g (2.4 mmol) of N-acetyl-L-cysteine. The product was washed with ether and dried in vacuo to give 0.92 g of the title compound, mp 218°-220° C. The reactants are Cc1ccccc1, O=C(O)Cc1cc(Cl)c(C2CCCCC2)cc1O, O, Cc1ccc(S(=O)(=O)O)cc1. The product is O=C1Cc2cc(Cl)c(C3CCCCC3)cc2O1. Reaction SMILES: [CH3:31][c:32]1[cH:33][cH:34][cH:35][cH:36][cH:37]1.[Cl:1][c:2]1[c:3]([CH:13]2[CH2:14][CH2:15][CH2:16][CH2:17][CH2:18]2)[cH:4][c:5]([OH:12])[c:6]([CH2:8][C:9](=[O:10])[OH:11])[cH:7]1.[OH2:30].[c:19]1([CH3:20])[cH:21][cH:22][c:23]([S:24]([OH:25])(=[O:26])=[O:27])[cH:28][cH:29]1>>[Cl:1][c:2]1[c:3]([CH:13]2[CH2:14][CH2:15][CH2:16][CH2:17][CH2:18]2)[cH:4][c:5]2[c:6]([cH:7]1)[CH2:8][C:9](=[O:10])[O:12]2. Reactants: crude product, C(=O)(N1C=NC=C1)N1C=NC=C1 (1,1'-carbonyldiimidazole), ( C ), 12B, 12A, hydrochloride salt, CNC([C@@H](N)CC1=CNC2=CC=CC=C12)=O (L-tryptophan methylamide), ( C ). Run in C(Cl)Cl (methylene chloride). Product: hydrochloride salt, OCCNC([C@@H](N)CC1=CNC2=CC=CC=C12)=O (L-tryptophan 2-hydroxyethylamide). Isolated yield 67.0%. As a reaction SMILES: [CH3:1][NH:2][C:3](=[O:16])[C@H:4]([CH2:6][C:7]1[C:15]2[C:10](=[CH:11][CH:12]=[CH:13][CH:14]=2)[NH:9][CH:8]=1)[NH2:5].[C:17](N1C=CN=C1)(N1C=CN=C1)=[O:18]>C(Cl)Cl>[OH:18][CH2:17][CH2:1][NH:2][C:3](=[O:16])[C@H:4]([CH2:6][C:7]1[C:15]2[C:10](=[CH:11][CH:12]=[CH:13][CH:14]=2)[NH:9][CH:8]=1)[NH2:5]. Reported procedure: The hydrochloride salt of L-tryptophan 2-hydroxyethylamide was prepared and coupled with 3 as described for the hydrochloride salt of L-tryptophan methylamide in Example 1 except that 3 was activated with 1,1'-carbonyldiimidazole for 20 minutes in methylene chloride at room temperature. The crude product was a mixture of 0.7 g (67% yield) of the diastereoisomers 12A,B: Rf (C) 12A 0.38, Rf (C) 12B 0.19. The reactants are C1(CC1)COC=1C=CC=C2C=CC(=NC12)C (8-(cyclopropylmethoxy)-2-methylquinoline), SeO2, O1CCOCC1 (dioxane). Solvent: O (water). The product is C1(CC1)COC=1C=CC=C2C=CC(=NC12)C=O (8-(cyclopropylmethoxy)quinoline-2-carbaldehyde). The yield is 97.0%. As a reaction SMILES: [CH:1]1([CH2:4][O:5][C:6]2[CH:7]=[CH:8][CH:9]=[C:10]3[C:15]=2[N:14]=[C:13]([CH3:16])[CH:12]=[CH:11]3)[CH2:3][CH2:2]1.[O:17]1CCOCC1>O>[CH:1]1([CH2:4][O:5][C:6]2[CH:7]=[CH:8][CH:9]=[C:10]3[C:15]=2[N:14]=[C:13]([CH:16]=[O:17])[CH:12]=[CH:11]3)[CH2:2][CH2:3]1. Procedure details: To a solution of 8-(cyclopropylmethoxy)-2-methylquinoline (3.00 g, 14.1 mmol) in dioxane (100 mL) and water (1.0 mL) was added SeO2 (1.87 g, 16.9 mmol). The reaction mixture was stirred at reflux for 2 hours. After cooling to ambient temperature, the solid was removed by filtration and washed with DCM. The filtrate was concentrated under reduced pressure and the residue was purified by flash chromatography on silica gel (1:4 hexane/DCM) to give 8-(cyclopropylmethoxy)quinoline-2-carbaldehyde (3.1... The reactants are [OH-].[Na+] (sodium hydroxide), mixture, ClC1=CC=C(C(=O)N2CCC(C(CC2)=O)=O)C=C1 (1-(4-chloro-benzoyl)-hexahydroazepine-4,5-dione), ClC1=CC=C(C(=O)N2CCC(CCC2)=O)C=C1 (1-(4-chloro-benzoyl)-hexahydroazepine-4-one), [Se](=O)=O (selenium dioxide), Br.Br.NCC(=N)N (2-amino-acetamidine dihydrobromide). The solvent is CO (methanol), C(C)(=O)OCC (ethyl acetate), O1CCOCC1.O (dioxane water). Reaction conditions: time 1 hour. Product: NC=1C=NC2=C(CCN(CC2)C(C2=CC=C(C=C2)Cl)=O)N1 (2-Amino-7-(4-chloro-benzoyl)-6,7,8,9-tetrahydro-5H-pyrazino-[2,3-d]azepine). As a reaction SMILES: [Cl:1][C:2]1[CH:18]=[CH:17][C:5]([C:6]([N:8]2[CH2:14][CH2:13][C:12](=O)[C:11](=O)[CH2:10][CH2:9]2)=[O:7])=[CH:4][CH:3]=1.ClC1C=CC(C(N2CCCC(=O)CC2)=O)=CC=1.[Se](=O)=O.Br.Br.[NH2:41][CH2:42][C:43]([NH2:45])=[NH:44].[OH-].[Na+]>O1CCOCC1.O.CO.C(OCC)(=O)C>[NH2:45][C:43]1[CH:42]=[N:41][C:12]2[CH2:13][CH2:14][N:8]([C:6](=[O:7])[C:5]3[CH:17]=[CH:18][C:2]([Cl:1])=[CH:3][CH:4]=3)[CH2:9][CH2:10][C:11]=2[N:44]=1 |f:3.4.5,6.7,8.9|. Procedure details: 53 mg (0.2 mol) of a mixture of 1-(4-chloro-benzoyl)-hexahydroazepine-4,5-dione and 1-(4-chloro-benzoyl)-hexhydroazepine-3,4-dione [prepared from 1-(4-chloro-benzoyl)-hexahydroazepine-4-one by selenium dioxide oxidation in dioxane/water] and 47 gm (0.2 mol) of 2-amino-acetamidine dihydrobromide were dissolved in 700 ml of methanol, and 200 ml of 2N sodium hydroxide were added dropwise to the solution at 5° C. The mixture was stirred at room temperature for one hour, then concentrated by evaporat... Reactants: CC(C)(CO)COC1CCCCO1, CS(C)=O, ClCCl, O=S(=O)=O, c1ccncc1. Product: CC(C)(C=O)COC1CCCCO1. As a reaction SMILES: [CH3:1][C:2]([CH2:3][OH:4])([CH2:5][O:6][CH:7]1[O:8][CH2:9][CH2:10][CH2:11][CH2:12]1)[CH3:13].[CH3:27][S:28]([CH3:29])=[O:30].[Cl:24][CH2:25][Cl:26].[S:20](=[O:21])(=[O:22])=[O:23].[n:14]1[cH:15][cH:16][cH:17][cH:18][cH:19]1>>[CH3:1][C:2]([CH:3]=[O:4])([CH2:5][O:6][CH:7]1[O:8][CH2:9][CH2:10][CH2:11][CH2:12]1)[CH3:13].